Task: describe an organic reaction: reactants, conditions, products, and yield. Dataset: the Open Reaction Database (ORD), a public repository of structured organic reaction records Reactants: N1(CCOCC1)CC1=CC=CC(=N1)NC(OC(C)(C)C)=O (tert-butyl [6-(morpholin-4-ylmethyl)pyridin-2-yl]carbamate), FC(C(=O)O)(F)F (trifluoroacetic acid). Solvent: ClCCl (dichloromethane). Reaction conditions: time 3 hour. Product: N1(CCOCC1)CC1=CC=CC(=N1)N (6-(morpholin-4-ylmethyl)pyridin-2-amine). As a reaction SMILES: [N:1]1([CH2:7][C:8]2[N:13]=[C:12]([NH:14]C(=O)OC(C)(C)C)[CH:11]=[CH:10][CH:9]=2)[CH2:6][CH2:5][O:4][CH2:3][CH2:2]1.FC(F)(F)C(O)=O>ClCCl>[N:1]1([CH2:7][C:8]2[N:13]=[C:12]([NH2:14])[CH:11]=[CH:10][CH:9]=2)[CH2:6][CH2:5][O:4][CH2:3][CH2:2]1. Procedure: To a solution of tert-butyl [6-(morpholin-4-ylmethyl)pyridin-2-yl]carbamate (114 mg, 0.39 mmol) in dichloromethane (3 mL) was added trifluoroacetic acid (1.2 mL, 16 mmol) at room temperature. After 3 hours, the reaction mixture was concentrated under reduced pressure, and saturated aqueous sodium carbonate was added to adjust to pH˜9. The mixture was extracted with ethyl acetate (3×), and the combined organic layers were dried over magnesium sulfate, filtered, and concentrated under reduced pres...